describe an organic reaction: reactants, conditions, products, and yield From a dataset of the Open Reaction Database (ORD), a public repository of structured organic reaction records. As a reaction SMILES: [Br:1][CH2:2][CH2:3][CH2:4][Br:5].[C:6](=[O:7])([O-:8])[O-:9].[CH2:44]([C:45]([CH3:46])=[O:47])[CH3:48].[K+:10].[K+:11].[OH:12][c:13]1[c:14](-[c:30]2[cH:31][c:32]3[c:37]([cH:38][cH:39]2)[C:36]([CH3:40])([CH3:41])[CH2:35][CH2:34][C:33]3([CH3:42])[CH3:43])[cH:15][c:16](-[c:19]2[cH:20][cH:21][c:22]([C:25](=[O:26])[O:27][CH2:28][CH3:29])[cH:23][cH:24]2)[cH:17][cH:18]1>>[Br:1][CH2:2][CH2:3][CH2:4][O:12][c:13]1[c:14](-[c:30]2[cH:31][c:32]3[c:37]([cH:38][cH:39]2)[C:36]([CH3:40])([CH3:41])[CH2:35][CH2:34][C:33]3([CH3:42])[CH3:43])[cH:15][c:16](-[c:19]2[cH:20][cH:21][c:22]([C:25](=[O:26])[O:27][CH2:28][CH3:29])[cH:23][cH:24]2)[cH:17][cH:18]1. Starting materials: BrCCCBr, O=C([O-])[O-], CCC(C)=O, [K+], [K+], CCOC(=O)c1ccc(-c2ccc(O)c(-c3ccc4c(c3)C(C)(C)CCC4(C)C)c2)cc1. Product: CCOC(=O)c1ccc(-c2ccc(OCCCBr)c(-c3ccc4c(c3)C(C)(C)CCC4(C)C)c2)cc1.